Task: describe an organic reaction: reactants, conditions, products, and yield. Dataset: the Open Reaction Database (ORD), a public repository of structured organic reaction records The reactants are CCCCO, COc1ccc(Cn2cnc3c(Br)ncnc32)cc1, CC(=O)[O-], CCOCC, OB(O)c1cccnc1F, [K+], O. Product: COc1ccc(Cn2cnc3c(-c4cccnc4F)ncnc32)cc1. Reaction SMILES: [CH2:35]([OH:36])[CH2:37][CH2:38][CH3:39].[CH3:1][O:2][c:3]1[cH:4][cH:5][c:6]([CH2:7][n:8]2[c:9]3[n:10][cH:11][n:12][c:13]([Br:17])[c:14]3[n:15][cH:16]2)[cH:18][cH:19]1.[CH3:31][C:32](=[O:33])[O-:34].[CH3:41][CH2:42][O:43][CH2:44][CH3:45].[F:20][c:21]1[n:22][cH:23][cH:24][cH:25][c:26]1[B:27]([OH:28])[OH:29].[K+:30].[OH2:40]>>[CH3:1][O:2][c:3]1[cH:4][cH:5][c:6]([CH2:7][n:8]2[c:9]3[n:10][cH:11][n:12][c:13](-[c:26]4[c:21]([F:20])[n:22][cH:23][cH:24][cH:25]4)[c:14]3[n:15][cH:16]2)[cH:18][cH:19]1. Starting materials: ClC=1C=C(C(=O)O)C=CC1C(NC1=CC(=C(C=C1)Cl)C1=NC=CC=C1)=O (3-chloro-4-(4-chloro-3-(pyridin-2-yl)phenylcarbamoyl)benzoic acid), NN1C=NN=C1 (4-amino-1,2,4-triazole). Reported procedure: 50 mg of 3-chloro-4-(4-chloro-3-(pyridin-2-yl)phenylcarbamoyl)benzoic acid was coupled to 4-amino-1,2,4-triazole via Procedure G. The product was purified on reverse phase HPLC to yield 2-chloro-N1-(4-chloro-3-(pyridin-2-yl)phenyl)-N4-(4H-1,2,4-triazol-4-yl)terephthalamide. MS (Q1) 453 (M)+. The product is ClC1=C(C(=O)NC2=CC(=C(C=C2)Cl)C2=NC=CC=C2)C=CC(=C1)C(=O)NN1C=NN=C1 (2-chloro-N1-(4-chloro-3-(pyridin-2-yl)phenyl)-N4-(4H-1,2,4-triazol-4-yl)terephthalamide). As a reaction SMILES: [Cl:1][C:2]1[CH:3]=[C:4]([CH:8]=[CH:9][C:10]=1[C:11](=[O:26])[NH:12][C:13]1[CH:18]=[CH:17][C:16]([Cl:19])=[C:15]([C:20]2[CH:25]=[CH:24][CH:23]=[CH:22][N:21]=2)[CH:14]=1)[C:5](O)=[O:6].[NH2:27][N:28]1[CH:32]=[N:31][N:30]=[CH:29]1>>[Cl:1][C:2]1[CH:3]=[C:4]([C:5]([NH:27][N:28]2[CH:32]=[N:31][N:30]=[CH:29]2)=[O:6])[CH:8]=[CH:9][C:10]=1[C:11]([NH:12][C:13]1[CH:18]=[CH:17][C:16]([Cl:19])=[C:15]([C:20]2[CH:25]=[CH:24][CH:23]=[CH:22][N:21]=2)[CH:14]=1)=[O:26]. Starting materials: ClC1=C(C=CC(=C1)NC1=C(C=CC=C1)[N+](=O)[O-])C(=O)C1=C(C=CC(=C1)OCC1OC(OC1)(C)C)F ([2-Chloro-4-(2-nitro-phenylamino)-phenyl]-[5-(2,2-dimethyl-[1,3]dioxolan-4-ylmethoxy)-2-fluoro-phenyl]-methanone). The solvent is C(=O)(C(F)(F)F)O.O (TFA H2O). Reaction conditions: time 1 hour. Product: ClC1=C(C=CC(=C1)NC1=C(C=CC=C1)[N+](=O)[O-])C(=O)C1=C(C=CC(=C1)OCC(CO)O)F ([2-Chloro-4-(2-nitro-phenylamino)-phenyl]-[5-(2,3-dihydroxy-propoxy)-2-fluoro-phenyl]-methanone). Reaction SMILES: [Cl:1][C:2]1[CH:7]=[C:6]([NH:8][C:9]2[CH:14]=[CH:13][CH:12]=[CH:11][C:10]=2[N+:15]([O-:17])=[O:16])[CH:5]=[CH:4][C:3]=1[C:18]([C:20]1[CH:25]=[C:24]([O:26][CH2:27][CH:28]2[CH2:32][O:31]C(C)(C)[O:29]2)[CH:23]=[CH:22][C:21]=1[F:35])=[O:19]>C(O)(C(F)(F)F)=O.O>[Cl:1][C:2]1[CH:7]=[C:6]([NH:8][C:9]2[CH:14]=[CH:13][CH:12]=[CH:11][C:10]=2[N+:15]([O-:17])=[O:16])[CH:5]=[CH:4][C:3]=1[C:18]([C:20]1[CH:25]=[C:24]([O:26][CH2:27][CH:28]([OH:29])[CH2:32][OH:31])[CH:23]=[CH:22][C:21]=1[F:35])=[O:19] |f:1.2|. Procedure details: Compound 519 (46 mg, 0.092 mmol) was dissolved in TFA:H2O (3:1, 10 mL) and stirred at RT for 1 h. The reaction mixture was concentrated in vacuo and purified by flash chromatography using DCM/MeOH (v:v=4:1 to 1:4) as the eluent, affording the title compound. The reactants are Cl(=O)(=O)(=O)[O-].O=C1N(C(C2=CC=CC=C12)=O)CC=1[C+]=C2C(C=3N(C2=CC1)CC=C(C3)C)(C)C (2-(1,3-Dioxo-1,3-dihydro-isoindol-2-ylmethyl)-8,10,10-trimethyl-10H-pyrido[1,2-a]indolylium perchlorate), O.NN (hydrazine monohydrate). Solvent: C(Cl)Cl.CO (CH2Cl2 CH3OH). Run at time 8 hour. Yields the product Cl(=O)(=O)(=O)[O-].NCC=1[C+]=C2C(C=3N(C2=CC1)CC=C(C3)C)(C)C (2-Aminomethyl-8,10,10-trimethyl-10H-pyrido[1,2-a]indolylium perchlorate). Reaction SMILES: [Cl:1]([O-:5])(=[O:4])(=[O:3])=[O:2].O=C1C2C(=CC=CC=2)C(=O)[N:8]1[CH2:17][C:18]1[C+:19]=[C:20]2[C:24](=[CH:25][CH:26]=1)[N:23]1[CH2:27][CH:28]=[C:29]([CH3:31])[CH:30]=[C:22]1[C:21]2([CH3:33])[CH3:32].O.NN>C(Cl)Cl.CO>[Cl:1]([O-:5])(=[O:4])(=[O:3])=[O:2].[NH2:8][CH2:17][C:18]1[C+:19]=[C:20]2[C:24](=[CH:25][CH:26]=1)[N:23]1[CH2:27][CH:28]=[C:29]([CH3:31])[CH:30]=[C:22]1[C:21]2([CH3:33])[CH3:32] |f:0.1,2.3,4.5,6.7|. Procedure: 2-(1,3-Dioxo-1,3-dihydro-isoindol-2-ylmethyl)-8,10,10-trimethyl-10H-pyrido[1,2-a]indolylium perchlorate (36 g, 0.077 mol; Sigma-Aldrich) was added to a conical 1-L flask equipped with magnetic stir bar, followed by 480 mL of CH2Cl2—CH3OH mixture (3:2). Stirring was started and hydrazine monohydrate (25 g, 0.50 mol; Aldrich) was added to the reaction mixture at once. Stirring was continued until all solid was dissolved. The flask was closed with a stopper and let to stand at room temperature over... Reactants: [H-].[Na+] (sodium hydride), COC(OC)=O (dimethylcarbonate), C(\C=C(/C)\CCC=C(C)C)CC(C)=O (geranylacetone), COC(OC)=O (dimethylcarbonate), aqueous solution, [NH4+].[Cl-] (NH4Cl), [Na+].[Cl-] (NaCl). Solvent: mixture, C1(=CC=CC=C1)C.CN1C(CCC1)=O (toluene N-methylpyrrolidone). Run at time 1 hour. Product: O=C(CC(=O)OC)CCC=C(CCC=C(C)C)C (methyl 3-oxo-7,11-dimethyl-dodeca-6,10-dienoate). Reaction SMILES: [H-].[Na+].[CH2:3]([CH2:13][C:14](=[O:16])[CH3:15])/[CH:4]=[C:5](/[CH2:7][CH2:8][CH:9]=[C:10]([CH3:12])[CH3:11])\[CH3:6].[NH4+].[Cl-].[Na+].[Cl-].[CH3:21][O:22][C:23](=O)[O:24]C>C1(C)C=CC=CC=1.CN1CCCC1=O>[O:16]=[C:14]([CH2:13][CH2:3][CH:4]=[C:5]([CH3:6])[CH2:7][CH2:8][CH:9]=[C:10]([CH3:11])[CH3:12])[CH2:15][C:23]([O:22][CH3:21])=[O:24] |f:0.1,3.4,5.6,8.9|. Reported procedure: 24 g (0.55M) of sodium hydride (55% dispersion in mineral oil) were added at 20° under nitrogen to a solution of 135 g (1.5M) of dimethylcarbonate in 500 ml of a mixture of toluene/N-methylpyrrolidone (9:1). The obtained mixture was heated to reflux (bath temperature 100°) then, during 1 h, there was added a solution of 0.5M of geranylacetone in 135 g (1.5M) of dimethylcarbonate, where upon the resulting reaction mixture was kept refluxing during 10 min. It was finally poured into a 10% aqueous ...